describe an organic reaction: reactants, conditions, products, and yield From a dataset of the Open Reaction Database (ORD), a public repository of structured organic reaction records. Reported procedure: A mixture of the above (S)-3-(1-tert-butoxycarbonyl-2-pyrrolidinyl) methoxyphenyl acetic acid in CH2Cl2 (10 mL) and TFA (10 mL) was stirred for 1 hr at room temp. Et2O was added to the mixture and allowed to stand. Upper layer was removed by decantation to give an oil. A mixture of this oil in water (100 mL), dioxane (30 mL) and NaHCO3 (6.0 g) was added Fmoc-Cl (2.86 g, 11.1 mmol) and the mixture was stirred for 20 hr at room temp. The mixture was extracted with Et2O (×2), and the aqueous layer ... The product is C(=O)(OCC1C2=CC=CC=C2C2=CC=CC=C12)N1[C@@H](CCC1)COC=1C=C(C=CC1)CC(=O)O ((S)-3-(1-Fmoc-2-pyrrolidinyl)methoxyphenylacetic acid). Reaction conditions: time 1 hour. The solvent is C(Cl)Cl (CH2Cl2), C(=O)(C(F)(F)F)O (TFA), O (water), O1CCOCC1 (dioxane). Isolated yield 81.0%. RXN SMILES: [C:1]([O:5][C:6]([N:8]1[CH2:12][CH2:11][CH2:10][C@H:9]1[CH2:13][O:14][C:15]1[CH:16]=[C:17]([CH2:21][C:22]([OH:24])=[O:23])[CH:18]=[CH:19][CH:20]=1)=[O:7])([CH3:4])(C)C.CCOCC.C([O-])(O)=O.[Na+].C(Cl)(OCC1[C:51]2[C:46](=[CH:47][CH:48]=[CH:49][CH:50]=2)[C:45]2[C:40]1=[CH:41][CH:42]=[CH:43][CH:44]=2)=O>C(Cl)Cl.C(O)(C(F)(F)F)=O.O.O1CCOCC1>[C:6]([N:8]1[CH2:12][CH2:11][CH2:10][C@H:9]1[CH2:13][O:14][C:15]1[CH:16]=[C:17]([CH2:21][C:22]([OH:24])=[O:23])[CH:18]=[CH:19][CH:20]=1)([O:5][CH2:1][CH:4]1[C:44]2[C:45](=[CH:40][CH:41]=[CH:42][CH:43]=2)[C:46]2[C:51]1=[CH:50][CH:49]=[CH:48][CH:47]=2)=[O:7] |f:2.3|. The reactants are C(C)(C)(C)OC(=O)N1[C@@H](CCC1)COC=1C=C(C=CC1)CC(=O)O ((S)-3-(1-tert-butoxycarbonyl-2-pyrrolidinyl) methoxyphenyl acetic acid), CCOCC (Et2O), C(=O)(O)[O-].[Na+] (NaHCO3), C(=O)(OCC1C2=CC=CC=C2C2=CC=CC=C12)Cl (Fmoc-Cl). The reactants are NC=1C=CC(=C(C1)[C@]1(N=C(OCC1(F)F)N)C)F ((R)-4-(5-amino-2-fluoro-phenyl)-5,5-difluoro-4-methyl-5,6-dihydro-4H-[1,3]oxazin-2-ylamine), C1(CC1)C#CC=1C=CC(=NC1)C(=O)O (5-cyclopropylethynyl-pyridine-2-carboxylic acid). Yields the product NC=1OCC([C@@](N1)(C)C=1C=C(C=CC1F)NC(=O)C1=NC=C(C=C1)C#CC1CC1)(F)F (5-Cyclopropylethynyl-pyridine-2-carboxylic acid [3-((R)-2-amino-5,5-difluoro-4-methyl-5,6-dihydro-4H-[1,3]oxazin-4-yl)-4-fluoro-phenyl]-amide). RXN SMILES: [NH2:1][C:2]1[CH:3]=[CH:4][C:5]([F:18])=[C:6]([C@:8]2([CH3:17])[C:13]([F:15])([F:14])[CH2:12][O:11][C:10]([NH2:16])=[N:9]2)[CH:7]=1.[CH:19]1([C:22]#[C:23][C:24]2[CH:25]=[CH:26][C:27]([C:30](O)=[O:31])=[N:28][CH:29]=2)[CH2:21][CH2:20]1>>[NH2:16][C:10]1[O:11][CH2:12][C:13]([F:14])([F:15])[C@:8]([C:6]2[CH:7]=[C:2]([NH:1][C:30]([C:27]3[CH:26]=[CH:25][C:24]([C:23]#[C:22][CH:19]4[CH2:21][CH2:20]4)=[CH:29][N:28]=3)=[O:31])[CH:3]=[CH:4][C:5]=2[F:18])([CH3:17])[N:9]=1. Procedure: The condensation of (R)-4-(5-amino-2-fluoro-phenyl)-5,5-difluoro-4-methyl-5,6-dihydro-4H-[1,3]oxazin-2-ylamine (intermediate XI-1) and 5-cyclopropylethynyl-pyridine-2-carboxylic acid (CAS1174322-62-3, WO2009091016) following procedure I yielded the title compound as a white solid. MS (ISP): m/z=429.3 [M+H]+. Starting materials: [Br-], [Br-], Oc1ccc(Br)cc1, CCCCCC, CC(Cl)Cl, ClCCl, OCc1ccc(F)cc1, [Zn+2]. Product: Oc1ccc(Br)cc1Cc1ccc(F)cc1. As a reaction SMILES: [Br-:22].[Br-:24].[Br:1][c:2]1[cH:3][cH:4][c:5]([OH:8])[cH:6][cH:7]1.[CH3:25][CH2:26][CH2:27][CH2:28][CH2:29][CH3:30].[Cl:18][CH:19]([Cl:20])[CH3:21].[Cl:31][CH2:32][Cl:33].[F:9][c:10]1[cH:11][cH:12][c:13]([CH2:14][OH:15])[cH:16][cH:17]1.[Zn+2:23]>>[Br:1][c:2]1[cH:3][c:4]([CH2:14][c:13]2[cH:12][cH:11][c:10]([F:9])[cH:17][cH:16]2)[c:5]([OH:8])[cH:6][cH:7]1. Procedure: 20 Mg of pTS acid are added to a solution of 1.6 g of ethyl 5-tert-butoxycarbonylamino-2-hydroxy-2-ethoxycarbonyl-pentanoate in 12 ml of 1,4-diox-2-ene. After 5 h. at r.t., 0.3 ml of pyridine are added, the excess reagent is distilled under vacuum and the residue is chromatographed on silica gel, to give 1.75 g of ethyl 5-tert-butoxycarbonylamino-2-(1,4-dioxan-2-yl-oxy)-2-ethoxycarbonyl-pentanoate. Run at time 5 hour. Reaction SMILES: [C:1]([O:5][C:6]([NH:8][CH2:9][CH2:10][CH2:11][C:12]([OH:23])([C:18]([O:20][CH2:21][CH3:22])=[O:19])[C:13]([O:15][CH2:16][CH3:17])=[O:14])=[O:7])([CH3:4])([CH3:3])[CH3:2].N1[CH:29]=[CH:28]C=CC=1>>[C:1]([O:5][C:6]([NH:8][CH2:9][CH2:10][CH2:11][C:12]([O:23][CH:29]1[CH2:28][O:23][CH2:12][CH2:13][O:14]1)([C:13]([O:15][CH2:16][CH3:17])=[O:14])[C:18]([O:20][CH2:21][CH3:22])=[O:19])=[O:7])([CH3:4])([CH3:2])[CH3:3]. Product: C(C)(C)(C)OC(=O)NCCCC(C(=O)OCC)(C(=O)OCC)OC1OCCOC1 (ethyl 5-tert-butoxycarbonylamino-2-(1,4-dioxan-2-yl-oxy)-2-ethoxycarbonyl-pentanoate). The solvent is 1,4-diox-2-ene. Reactants: C(C)(C)(C)OC(=O)NCCCC(C(=O)OCC)(C(=O)OCC)O (ethyl 5-tert-butoxycarbonylamino-2-hydroxy-2-ethoxycarbonyl-pentanoate), N1=CC=CC=C1 (pyridine). Starting materials: O (water), N1(C=NC=C1)C=1C=CC(=C(C(=O)OC)C1)OC (5-(1H-Imidazol-1-yl)-2-methoxybenzoic acid, methyl ester), [OH-].[Na+] (sodium hydroxide), O (water). Solvent: C1CCOC1 (THF). Run at temperature 24 celsius, time 18 hour. The product is N1(C=NC=C1)C=1C=CC(=C(C1)CO)OC (5-(1H-imidazol-1-yl)-2-methoxybenzenemethanol). As a reaction SMILES: [N:1]1([C:6]2[CH:7]=[CH:8][C:9]([O:16][CH3:17])=[C:10]([CH:15]=2)[C:11](OC)=[O:12])[CH:5]=[CH:4][N:3]=[CH:2]1.O.[OH-].[Na+]>C1COCC1>[N:1]1([C:6]2[CH:7]=[CH:8][C:9]([O:16][CH3:17])=[C:10]([CH2:11][OH:12])[CH:15]=2)[CH:5]=[CH:4][N:3]=[CH:2]1 |f:2.3|. Reported procedure: 5-(1H-Imidazol-1-yl)-2-methoxybenzoic acid, methyl ester (2 g, 8.6 mmol) was cooled to 0° C. in anhydrous THF under N2 and LiAIH4 was added. The reaction mixture stirred for 18 h at 24° C., and water (0.7 ml) followed 15% sodium hydroxide solution (0.7 ml) and water (0.7 ml) was sequentially added dropwise. The resultant suspension was filtered and concentrated to give 1.3 g (74%); 1H NMR (300 MHz, DMSO-d6) δ3.81(3H, s), 4.52 (2H, d, J=4.3 Hz), 5.18 (1H, br, s), 7.04-7.06 (2H, m), 7.43 (1H, dd, ... Run in C1CCOC1 (THF). Procedure details: To a stirred solution of benzyl 4-[N′-(2-fluorophenyl)ureido]-3-methoxyphenylacetate (2.04 g, 5 mmol) in THF (40 mL) was added 0.25 N NaOH (40 mL). The resulting mixture was stirred overnight. The mixture was poured into 1 N HCl (10 mL), and the resulting precipitate was collected with suction. The residue was recrystallized from CHCl3—EtOH to give 1.04 g (66%) 4-[N′-(2-fluorophenyl)ureido]-3-methoxyphenylacetic acid as a white crystalline powder. mp 185-188 (d); 1H-NMR (DMSO-d6) δ3.50 (2H, s), ... Reaction conditions: time 8 hour. Reaction SMILES: [F:1][C:2]1[CH:7]=[CH:6][CH:5]=[CH:4][C:3]=1[NH:8][C:9](=[O:30])[NH:10][C:11]1[CH:16]=[CH:15][C:14]([CH2:17][C:18]([O:20]CC2C=CC=CC=2)=[O:19])=[CH:13][C:12]=1[O:28][CH3:29].[OH-].[Na+].Cl>C1COCC1>[F:1][C:2]1[CH:7]=[CH:6][CH:5]=[CH:4][C:3]=1[NH:8][C:9](=[O:30])[NH:10][C:11]1[CH:16]=[CH:15][C:14]([CH2:17][C:18]([OH:20])=[O:19])=[CH:13][C:12]=1[O:28][CH3:29] |f:1.2|. Isolated yield 65.3%. Yields the product FC1=C(C=CC=C1)NC(NC1=C(C=C(C=C1)CC(=O)O)OC)=O (4-[N′-(2-fluorophenyl)ureido]-3-methoxyphenylacetic acid). Starting materials: FC1=C(C=CC=C1)NC(NC1=C(C=C(C=C1)CC(=O)OCC1=CC=CC=C1)OC)=O (benzyl 4-[N′-(2-fluorophenyl)ureido]-3-methoxyphenylacetate), [OH-].[Na+] (NaOH), Cl (HCl). The reactants are N1(N=NC2=C1C=CC=C2)COC2=C(C=O)C=C(C=C2)Cl (2-(Benzotriazol-1-ylmethoxy)-5-chloro-benzaldehyde), [I-].C[S+](C)C (trimethylsulfonium iodide). Reagents/catalysts: [I-].C(CCC)[N+](CCCC)(CCCC)CCCC (tetrabutylammoniumiodide). Solvent: C(Cl)Cl (DCM), [OH-].[Na+] (sodium hydroxide), C(Cl)Cl (DCM). Yields the product ClC1=CC(=C(OCN2N=NC3=C2C=CC=C3)C=C1)C1OC1 (1-(4-Chloro-2-oxiranyl-phenoxymethyl)-1H-benzotriazole). Yield: 114.8%. Reaction SMILES: [N:1]1([CH2:10][O:11][C:12]2[CH:19]=[CH:18][C:17]([Cl:20])=[CH:16][C:13]=2[CH:14]=[O:15])[C:5]2[CH:6]=[CH:7][CH:8]=[CH:9][C:4]=2[N:3]=[N:2]1.[I-].[CH3:22][S+](C)C>C(Cl)Cl.[OH-].[Na+].[I-].C([N+](CCCC)(CCCC)CCCC)CCC>[Cl:20][C:17]1[CH:18]=[CH:19][C:12]([O:11][CH2:10][N:1]2[C:5]3[CH:6]=[CH:7][CH:8]=[CH:9][C:4]=3[N:3]=[N:2]2)=[C:13]([CH:14]2[CH2:22][O:15]2)[CH:16]=1 |f:1.2,4.5,6.7|. Procedure: 98 (15.5 g, 54 mmol) is dissolved in 150 ml of DCM and 150 ml of 40% aqueous sodium hydroxide solution. After addition of trimethylsulfonium iodide (14.3 g, 70.2 mmol) and tetrabutylammoniumiodide (1.4 g, 3.8 mmol), the mixture is refluxed for 18 h. The reaction mixture is diluted with DCM, washed with water and the organic layers are dried over Na2SO4. Evaporation gave 18.7 g of a yellow oil, which is further purified by flash-chromatography (silicagel, ethyl acetate/hexanes 3:7) Reactants: CI (methyl iodide), compound, COC(Cl)Cl (dichloromethyl methyl ether), [Sn](Cl)(Cl)(Cl)Cl (tin tetrachloride), C(C)(C)(C)C1=C(C(=CC=C1)C(C)(C)C)O (2,6-di-tert-butyl phenol), [OH-].[Na+] (NaOH). The reagents and catalysts are [Cl-].C(C1=CC=CC=C1)[N+](CC)(CC)CC (benzyl triethyl ammonium chloride). The solvent is C(Cl)Cl (CH2Cl2), CCOCC (ether), O (water). Product: C(C)(C)(C)C=1C=C(C=O)C=C(C1OC)C(C)(C)C (3,5-di-tert-butyl-4-methoxybenzaldehyde). Yield: 47.7%. Reaction SMILES: [C:1]([C:5]1[CH:10]=[CH:9][CH:8]=[C:7]([C:11]([CH3:14])([CH3:13])[CH3:12])[C:6]=1[OH:15])([CH3:4])([CH3:3])[CH3:2].[OH-].[Na+].[CH3:18]I.[CH3:20][O:21]C(Cl)Cl.[Sn](Cl)(Cl)(Cl)Cl>O.[Cl-].C([N+](CC)(CC)CC)C1C=CC=CC=1.C(Cl)Cl.CCOCC>[C:11]([C:7]1[CH:8]=[C:9]([CH:10]=[C:5]([C:1]([CH3:4])([CH3:3])[CH3:2])[C:6]=1[O:15][CH3:18])[CH:20]=[O:21])([CH3:14])([CH3:13])[CH3:12] |f:1.2,7.8|. Procedure: A mixture containing 2 g (9.7 mmol) 2,6-di-tert-butyl phenol, 0.4 g NaOH dissolved in 4 ml water, 13.7 g (60.1 mmol) benzyl triethyl ammonium chloride and 12 g (84.5 mmol) methyl iodide was heated at 45° for 18 h. After purification 0.67 g 2,6-di-tert-butyl anisol was obtained. This compound (1.46 g, 6.63 mmol) was formylated by reaction at 0° C. with dichloromethyl methyl ether (1.15 g, 10 mmol) in presence of tin tetrachloride (3.1 g, 11.9 mmol) in 20 ml CH2Cl2. After hydrolysis and extraction...